This data is from the Open Reaction Database (ORD), a public repository of structured organic reaction records. The task is: describe an organic reaction: reactants, conditions, products, and yield Procedure: Following the procedure detailed above for Intermediate 2, but replacing (S)-2-methylpropane-2-sulfinamide with racemic 2-methylpropane-2-sulfinamide in STEP 2 gave the title compound as a white solid. The reactants are Cl.FC(C1=CC=C(C=C1)[C@H](N)C1=NC=CC=C1C(F)(F)F)(F)F ((S)-(4-(Trifluoromethyl)phenyl)(3-(trifluoromethyl)pyridin-2-yl)methanamine hydrochloride), CC(C)(C)S(=O)N (racemic 2-methylpropane-2-sulfinamide). RXN SMILES: [ClH:1].[F:2][C:3]([F:23])([F:22])[C:4]1[CH:9]=[CH:8][C:7]([C@@H:10]([C:12]2[C:17]([C:18]([F:21])([F:20])[F:19])=[CH:16][CH:15]=[CH:14][N:13]=2)[NH2:11])=[CH:6][CH:5]=1.CC(S(N)=O)(C)C>>[ClH:1].[F:22][C:3]([F:2])([F:23])[C:4]1[CH:5]=[CH:6][C:7]([CH:10]([C:12]2[C:17]([C:18]([F:21])([F:19])[F:20])=[CH:16][CH:15]=[CH:14][N:13]=2)[NH2:11])=[CH:8][CH:9]=1 |f:0.1,3.4|. Yields the product Cl.FC(C1=CC=C(C=C1)C(N)C1=NC=CC=C1C(F)(F)F)(F)F ((4-(Trifluoromethyl)phenyl)(3-(trifluoromethyl)pyridin-2-yl)methanamine hydrochloride). Starting materials: C(C)C=1C(=C(NC1I)C=O)C(=O)OCC1=CC=CC=C1 (benzyl 4-ethyl-2-formyl-5-iodo-1H-pyrrole-3-carboxylate), FC1=CC=C(C=C1)B(O)O (4-fluorophenylboronic acid), ClC=1C=C(C=CC1)B(O)O (3-chloro phenylboronic acid). Product: ClC=1C=C(C=CC1)C1=C(C(=C(N1)C=O)C(=O)OCC1=CC=CC=C1)CC (benzyl 5-(3-chlorophenyl)4-ethyl-2-formyl-1H-pyrrole-3-carboxylate). RXN SMILES: [CH2:1]([C:3]1[C:4]([C:11]([O:13][CH2:14][C:15]2[CH:20]=[CH:19][CH:18]=[CH:17][CH:16]=2)=[O:12])=[C:5]([CH:9]=[O:10])[NH:6][C:7]=1I)[CH3:2].FC1C=CC(B(O)O)=CC=1.[Cl:31][C:32]1[CH:33]=[C:34](B(O)O)[CH:35]=[CH:36][CH:37]=1>>[Cl:31][C:32]1[CH:37]=[C:36]([C:7]2[NH:6][C:5]([CH:9]=[O:10])=[C:4]([C:11]([O:13][CH2:14][C:15]3[CH:20]=[CH:19][CH:18]=[CH:17][CH:16]=3)=[O:12])[C:3]=2[CH2:1][CH3:2])[CH:35]=[CH:34][CH:33]=1. Reported procedure: Following the procedures described in Example 5, replacing methyl 4-ethyl-2-formyl-5-iodo-1H-pyrrole-3-carboxylate with benzyl 4-ethyl-2-formyl-5-iodo-1H-pyrrole-3-carboxylate and 4-fluorophenylboronic acid with 3-chloro phenylboronic acid, the title compound was obtained. Proton NMR for the product was consistent with the title compound. HRMS (ES) exact mass calculated for C21H19ClNO3 (M+H): 368.1048. Found 368.1018